From a dataset of the Open Reaction Database (ORD), a public repository of structured organic reaction records. describe an organic reaction: reactants, conditions, products, and yield The reactants are ice water, N1=CC(=CC=C1)C=1C=C2CCC(NC2=CC1)=O (6-Pyridin-3-yl-3,4-dihydro-1H-quinolin-2-one), ClN1C(CCC1=O)=O (N-chlorosuccinimide). The product is ClC=1C=C(C=C2CCC(NC12)=O)C=1C=NC=CC1 (8-Chloro-6-pyridin-3-yl-3,4-dihydro-1H-quinolin-2-one). Conditions: time 3 hour. The solvent is CN(C)C=O (DMF), CN(C)C=O (DMF). As a reaction SMILES: [N:1]1[CH:6]=[CH:5][CH:4]=[C:3]([C:7]2[CH:8]=[C:9]3[C:14](=[CH:15][CH:16]=2)[NH:13][C:12](=[O:17])[CH2:11][CH2:10]3)[CH:2]=1.[Cl:18]N1C(=O)CCC1=O>CN(C=O)C>[Cl:18][C:15]1[CH:16]=[C:7]([C:3]2[CH:2]=[N:1][CH:6]=[CH:5][CH:4]=2)[CH:8]=[C:9]2[C:14]=1[NH:13][C:12](=[O:17])[CH2:11][CH2:10]2. Reported procedure: To a solution of 6-Pyridin-3-yl-3,4-dihydro-1H-quinolin-2-one (560 mg, 2.50 mmol) in 5 ml dry DMF was added N-chlorosuccinimide (368 mg, 2.75 mmol) in 5 ml dry DMF over a period 2 h at 65° C. After additional 3 h at 65° C., the mixture was poured into 75 ml ice water and extracted with ethyl acetate (3×50 ml). The combined organic layers were washed with water and brine, dried over MgSO4 and the solvent was evaporated in vacuo. 8-Chloro-6-pyridin-3-yl-3,4-dihydro-1H-quinolin-2-one was obtained a... The product is CC1(c2cc(Cn3cc(N)cn3)on2)OCCO1. Starting materials: CCO, CC1(c2cc(Cn3cc([N+](=O)[O-])cn3)on2)OCCO1, [Cl-], [Fe], N#N, [NH4+], O. As a reaction SMILES: [CH3:25][CH2:26][OH:27].[CH3:3][C:4]1([c:9]2[n:10][o:11][c:12]([CH2:14][n:15]3[n:16][cH:17][c:18]([N+:20]([O-:21])=[O:22])[cH:19]3)[cH:13]2)[O:5][CH2:6][CH2:7][O:8]1.[Cl-:23].[Fe:29].[N:1]#[N:2].[NH4+:24].[OH2:28]>>[CH3:3][C:4]1([c:9]2[n:10][o:11][c:12]([CH2:14][n:15]3[n:16][cH:17][c:18]([NH2:20])[cH:19]3)[cH:13]2)[O:5][CH2:6][CH2:7][O:8]1. Reactants: N1C=CC2=CC(=CC=C12)C(=O)OC (methyl 5-indole carboxylate), [O-]S(=O)(=O)C(F)(F)F.F[N+]1=C(C=C(C=C1C)C)C (N-fluoro-2,4,6-trimethylpyridinium triflate). The solvent is CO (methanol). Product: COC(=O)C=1C=C2C(=CNC2=CC1)F (methyl-3-fluoro-5-indole-carboxylate). The yield is 10.4%. As a reaction SMILES: [NH:1]1[C:9]2[C:4](=[CH:5][C:6]([C:10]([O:12][CH3:13])=[O:11])=[CH:7][CH:8]=2)[CH:3]=[CH:2]1.[O-]S(C(F)(F)[F:19])(=O)=O.F[N+]1C(C)=CC(C)=CC=1C>CO>[CH3:13][O:12][C:10]([C:6]1[CH:5]=[C:4]2[C:9](=[CH:8][CH:7]=1)[NH:1][CH:2]=[C:3]2[F:19])=[O:11] |f:1.2|. Procedure: A solution of methyl 5-indole carboxylate (1.75 g, 10 mmol) and N-fluoro-2,4,6-trimethylpyridinium triflate (3.75 g, 13 mmol) in methanol (100 mL) was heated at reflux for 18 hours and concentrated. The concentrate was purified by flash column chromatography on silica gel to provide 200 mg of the desired product. The reactants are CCOC(=O)CBr, [H-], [Na+], C1COCCOCCOCCOCCOCCO1, C1CCOC1, CC(C)n1nc(C(=O)NC2CC(CO)N(C(=O)OC(C)(C)C)C2)c2ccccc21. Product: CCOC(=O)COCC1CC(NC(=O)c2nn(C(C)C)c3ccccc23)CN1C(=O)OC(C)(C)C. Reaction SMILES: [Br:50][CH2:51][C:52](=[O:53])[O:54][CH2:55][CH3:56].[H-:30].[Na+:31].[O:32]1[CH2:33][CH2:34][O:35][CH2:36][CH2:37][O:38][CH2:39][CH2:40][O:41][CH2:42][CH2:43][O:44][CH2:45][CH2:46][O:47][CH2:48][CH2:49]1.[O:57]1[CH2:58][CH2:59][CH2:60][CH2:61]1.[OH:1][CH2:2][CH:3]1[N:4]([C:23](=[O:24])[O:25][C:26]([CH3:27])([CH3:28])[CH3:29])[CH2:5][CH:6]([NH:8][C:9](=[O:10])[c:11]2[n:12][n:13]([CH:20]([CH3:21])[CH3:22])[c:14]3[cH:15][cH:16][cH:17][cH:18][c:19]23)[CH2:7]1>>[O:1]([CH2:2][CH:3]1[N:4]([C:23](=[O:24])[O:25][C:26]([CH3:27])([CH3:28])[CH3:29])[CH2:5][CH:6]([NH:8][C:9](=[O:10])[c:11]2[n:12][n:13]([CH:20]([CH3:21])[CH3:22])[c:14]3[cH:15][cH:16][cH:17][cH:18][c:19]23)[CH2:7]1)[CH2:51][C:52](=[O:53])[O:54][CH2:55][CH3:56]. Starting materials: OCC=1OC2=C(C1C)C=CC=C2Br (2-hydroxymethyl-3-methyl-7-bromobenzofuran). Reagents/catalysts: [O-2].[O-2].[Mn+4] (manganese dioxide), [O-2].[O-2].[Mn+4] (manganese dioxide). Run in ClCCl (dichloromethane). Conditions: time 16 hour. Yields the product C(=O)C=1OC2=C(C1C)C=CC=C2Br (2-formyl-3-methyl-7-bromobenzofuran). Yield: 66.2%. Reaction SMILES: [OH:1][CH2:2][C:3]1[O:4][C:5]2[C:12]([Br:13])=[CH:11][CH:10]=[CH:9][C:6]=2[C:7]=1[CH3:8]>ClCCl.[O-2].[O-2].[Mn+4]>[CH:2]([C:3]1[O:4][C:5]2[C:12]([Br:13])=[CH:11][CH:10]=[CH:9][C:6]=2[C:7]=1[CH3:8])=[O:1] |f:2.3.4|. Procedure: 0.7 g (7.92 mmol) of manganese dioxide is added to a solution of 0.38 g (1.58 mmol) of 2-hydroxymethyl-3-methyl-7-bromobenzofuran in 10 ml of dichloromethane. The solution is stirred at room temperature for 16 h and 0.7 g (7.92 mmol) of manganese dioxide is again added. After stirring for 24 h at room temperature, the manganous precipitate is filtered off and the filtrate is concentrated under vacuum. The residue is purified by silica column chromatography (elution solvent: 10% ethyl acetate in ...